describe an organic reaction: reactants, conditions, products, and yield From a dataset of the Open Reaction Database (ORD), a public repository of structured organic reaction records. Starting materials: ice H2O, Cl.C(C1=CC=CC=C1)N1CC(C(CC1)=O)C(=O)OC (Methyl 1-benzyl-4-oxo-3-piperidine-carboxylate hydrochloride), C(O)(O)=O.NC(=N)N (guanidine carbonate). Run in CCO (EtOH). The product is C(C1=CC=CC=C1)N1CC2=C(N=C(N=C2Cl)N)CC1 (6-benzyl-4-chloro-5,6,7,8-tetrahydropyrido[4,3-d]pyrimidin-2-amine). The yield is 131.6%. Reaction SMILES: [ClH:1].[CH2:2]([N:9]1[CH2:14][CH2:13][C:12](=O)[CH:11]([C:16](OC)=O)[CH2:10]1)[C:3]1[CH:8]=[CH:7][CH:6]=[CH:5][CH:4]=1.C(=O)(O)O.[NH2:24][C:25]([NH2:27])=[NH:26]>CCO>[CH2:2]([N:9]1[CH2:14][CH2:13][C:12]2[N:26]=[C:25]([NH2:27])[N:24]=[C:16]([Cl:1])[C:11]=2[CH2:10]1)[C:3]1[CH:8]=[CH:7][CH:6]=[CH:5][CH:4]=1 |f:0.1,2.3|. Procedure details: To EtOH (16 mL) cooled to 0° C. (ice/H2O bath) was added Na spheres (204 mg, 8.9 mmol). The mixture was stirred until all Na dissolved. Methyl 1-benzyl-4-oxo-3-piperidine-carboxylate hydrochloride (3.0 g, 10.1 mmol) and guanidine carbonate (1.4 g, 7.6 mmol) were added. The mixture was refluxed for 16 h. After the reaction was cooled to room temperature, the solid was collected by filtration, washed with EtOH, and dried under vacuum. Desired compound (2.58 g, 10.0 mmol; 99+% yield); mp=202-212° (... The reactants are C(C1=CC=CC=C1)OC1=NC(=CC=C1)Cl (2-(benzyloxy)-6-chloropyridine), CN1C(CCC1)=O (1-methyl-2-pyrrolidinone), solution, C(CCC)[Mg]Br (butylmagnesium bromide). Reagents/catalysts: C/C(=C/C(=O)C)/[O-].C/C(=C/C(=O)C)/[O-].C/C(=C/C(=O)C)/[O-].[Fe+3] (iron(III) acetylacetonate). Run in O1CCCC1 (tetrahydrofuran), O1CCCC1 (tetrahydrofuran). Run at time 1 hour. Product: C(C1=CC=CC=C1)OC1=NC(=CC=C1)CCCC (2-(Benzyloxy)-6-butylpyridine). Reaction SMILES: [CH2:1]([O:8][C:9]1[CH:14]=[CH:13][CH:12]=[C:11](Cl)[N:10]=1)[C:2]1[CH:7]=[CH:6][CH:5]=[CH:4][CH:3]=1.CN1[CH2:21][CH2:20][CH2:19][C:18]1=O.C([Mg]Br)CCC>O1CCCC1.C/C(/[O-])=C/C(C)=O.C/C(/[O-])=C/C(C)=O.C/C(/[O-])=C/C(C)=O.[Fe+3]>[CH2:1]([O:8][C:9]1[CH:14]=[CH:13][CH:12]=[C:11]([CH2:18][CH2:19][CH2:20][CH3:21])[N:10]=1)[C:2]1[CH:7]=[CH:6][CH:5]=[CH:4][CH:3]=1 |f:4.5.6.7|. Reported procedure: To a flask were added 2.0 g 2-(benzyloxy)-6-chloropyridine, 5.0 ml 1-methyl-2-pyrrolidinone and 50 ml of dry tetrahydrofuran. After cooling to 5 C under nitrogen, 0.16 g iron(III) acetylacetonate were added followed by drop wise addition of 8.5 ml of a 2M solution of butylmagnesium bromide in tetrahydrofuran. After stirring for 1 hour at 22 C, the reaction was cooled to 10 C and quenched with 20 ml aqueous ammonium chloride. The mixture was diluted with water and extracted with hexane. After was... Starting materials: Cc1ccc([N+](=O)[O-])cc1NC(=O)N(C)c1cc(NC(=O)OC(C)(C)C)ncn1, CO, CN(C)C=O. The product is Cc1ccc(N)cc1NC(=O)N(C)c1cc(NC(=O)OC(C)(C)C)ncn1. RXN SMILES: [CH3:1][c:2]1[c:3]([NH:11][C:12]([N:13]([CH3:14])[c:15]2[cH:16][c:17]([NH:21][C:22]([O:23][C:24]([CH3:25])([CH3:26])[CH3:27])=[O:28])[n:18][cH:19][n:20]2)=[O:29])[cH:4][c:5]([N+:8]([O-:9])=[O:10])[cH:6][cH:7]1.[CH3:30][OH:31].[O:32]=[CH:33][N:34]([CH3:35])[CH3:36]>>[CH3:1][c:2]1[c:3]([NH:11][C:12]([N:13]([CH3:14])[c:15]2[cH:16][c:17]([NH:21][C:22]([O:23][C:24]([CH3:25])([CH3:26])[CH3:27])=[O:28])[n:18][cH:19][n:20]2)=[O:29])[cH:4][c:5]([NH2:8])[cH:6][cH:7]1. Reactants: C(C)(C)(C)C=1C=C(C=CC1Cl)S(=O)(=O)Cl (3-tert-butyl-4-chloro-benzenesulfonyl chloride), BrC1=NC=C(C=C1N)Cl (2-bromo-5-chloro-pyridin-3-ylamine), white solid. Solvent: N1=CC=CC=C1 (pyridine). Product: BrC1=NC=C(C=C1NS(=O)(=O)C1=CC(=C(C=C1)Cl)C(C)(C)C)Cl (N-(2-Bromo-5-chloro-pyridin-3-yl)-3-tert-butyl-4-chloro-benzenesulfonamide). RXN SMILES: [C:1]([C:5]1[CH:6]=[C:7]([S:12](Cl)(=[O:14])=[O:13])[CH:8]=[CH:9][C:10]=1[Cl:11])([CH3:4])([CH3:3])[CH3:2].[Br:16][C:17]1[C:22]([NH2:23])=[CH:21][C:20]([Cl:24])=[CH:19][N:18]=1>N1C=CC=CC=1>[Br:16][C:17]1[C:22]([NH:23][S:12]([C:7]2[CH:8]=[CH:9][C:10]([Cl:11])=[C:5]([C:1]([CH3:4])([CH3:3])[CH3:2])[CH:6]=2)(=[O:14])=[O:13])=[CH:21][C:20]([Cl:24])=[CH:19][N:18]=1. Procedure details: Prepared from 420 mg (1.57 mmol) of 3-tert-butyl-4-chloro-benzenesulfonyl chloride and 326 mg (1.57 mmol) of 2-bromo-5-chloro-pyridin-3-ylamine in 3 mL pyridine using procedure x. Yield: 0.48 g of a white solid. LC-MSD, m/z for C15H15BrCl2N2O2S [M+H]+=436.9, 438.8, 440.8. Reactants: C(C)(C)N(C(CBr)=O)C1=CC=C(C=C1)OC (N-Isopropyl-N-(4-methoxy-phenyl) bromoacetamide), C1(=C(C=CC=C1)N)N (1,2-phenylene diamine), C([O-])([O-])=O.[K+].[K+] (potassium carbonate). The solvent is CN(C)C=O (DMF). Reaction conditions: temperature 0 celsius, time 2 hour. Product: C(C)(C)N(C(CNC1=CC=CC=C1)=O)C1=CC=C(C=C1)OC (N-Isopropyl-N-(4-methoxy-phenyl)-2-phenylamino acetamide). The yield is 24.3%. Reaction SMILES: [CH:1]([N:4]([C:9]1[CH:14]=[CH:13][C:12]([O:15][CH3:16])=[CH:11][CH:10]=1)[C:5](=[O:8])[CH2:6]Br)([CH3:3])[CH3:2].[C:17]1(N)[CH:22]=[CH:21][CH:20]=[CH:19][C:18]=1[NH2:23].C(=O)([O-])[O-].[K+].[K+]>CN(C=O)C>[CH:1]([N:4]([C:9]1[CH:14]=[CH:13][C:12]([O:15][CH3:16])=[CH:11][CH:10]=1)[C:5](=[O:8])[CH2:6][NH:23][C:18]1[CH:19]=[CH:20][CH:21]=[CH:22][CH:17]=1)([CH3:3])[CH3:2] |f:2.3.4|. Procedure details: A mixture of N-Isopropyl-N-(4-methoxy-phenyl) bromoacetamide (257.6 g, 924 mmol), 1,2-phenylene diamine (100 g, 924 mmol) and potassium carbonate (128 g, 924 mmol) in DMF (1200 mL) is stirred at 0° C. for 2 h and then allowed to stir at RT for 20 h. The reaction mixture is filtered through celite and the filtrate concentrated in vacuo The resultant residue is dissolved in EtOAc (1200 mL), washed with water (3×200 mL), brine (200 mL), dried (MgSO4) and concentrated in vacuo. After removal of abou... Starting materials: CC1CC(NC2=C(C=C(C=C12)NC1=C(C=CC=C1)N)C)=O (3,4-Dihydro-4,8-dimethyl-6-[(N-2-aminophenyl)-amino]-2-(1H)-quinolone), C(C)(=O)O (acetic acid). Yields the product CC1CC(NC2=C(C=C(C=C12)N1C(=NC2=C1C=CC=C2)C)C)=O (3,4-Dihydro-4,8-dimethyl-6-(2-methylbenzimidazol-1-yl)-2-(1H)-quinolone). RXN SMILES: [CH3:1][CH:2]1[C:11]2[C:6](=[C:7]([CH3:20])[CH:8]=[C:9]([NH:12][C:13]3[CH:18]=[CH:17][CH:16]=[CH:15][C:14]=3[NH2:19])[CH:10]=2)[NH:5][C:4](=[O:21])[CH2:3]1.[C:22](O)(=O)[CH3:23]>>[CH3:1][CH:2]1[C:11]2[C:6](=[C:7]([CH3:20])[CH:8]=[C:9]([N:12]3[C:13]4[CH:18]=[CH:17][CH:16]=[CH:15][C:14]=4[N:19]=[C:22]3[CH3:23])[CH:10]=2)[NH:5][C:4](=[O:21])[CH2:3]1. Procedure: 3,4-Dihydro-4,8-dimethyl-6-[(N-2-aminophenyl)-amino]-2-(1H)-quinolone (0.39 g) was added with stirring to glacial acetic acid (3 cm3) and the mixture heated under reflux for 5 hours. Solvent was evaporated in vacuo and the residue partitioned between saturated sodium carbonate solution (40 cm3) and dichloromethane (50 cm3). The aqueous phase was separated and re-extracted with dichloromethane (2×50 cm3) and the combined and dried (MgSO4) organic extracts were evaporated in vacuo to give a solid ...